Dataset: the Open Reaction Database (ORD), a public repository of structured organic reaction records. Task: describe an organic reaction: reactants, conditions, products, and yield The reactants are CC(CCNC(=O)C=1N=NC(=CC1)N1CCN(CC1)C(=O)C=1N(N=NC1C(F)(F)F)CC1=CC=CC=C1)C (6-[4-(3-Benzyl-5-trifluoromethyl-3H-[1,2,3]triazole-4-carbonyl)piperazin-1-yl]pyridazine-3-carboxylic acid (3-methylbutyl)amide). The reagents and catalysts are C(C)(=O)O (acetic acid), [Pd] (Pd/C). The solvent is CO (MeOH). Run at time 8 hour. The product is CC(CCNC(=O)C=1N=NC(=CC1)N1CCN(CC1)C(=O)C=1NN=NC1C(F)(F)F)C (6-[4-(5-trifluoromethyl-3H-[1,2,3]triazole-4-carbonyl)-piperazin-1-yl]pyridazine-3-carboxylic acid (3-methylbutyl)amide). The yield is 36.3%. RXN SMILES: [CH3:1][CH:2]([CH3:38])[CH2:3][CH2:4][NH:5][C:6]([C:8]1[N:9]=[N:10][C:11]([N:14]2[CH2:19][CH2:18][N:17]([C:20]([C:22]3[N:23](CC4C=CC=CC=4)[N:24]=[N:25][C:26]=3[C:27]([F:30])([F:29])[F:28])=[O:21])[CH2:16][CH2:15]2)=[CH:12][CH:13]=1)=[O:7]>CO.C(O)(=O)C.[Pd]>[CH3:1][CH:2]([CH3:38])[CH2:3][CH2:4][NH:5][C:6]([C:8]1[N:9]=[N:10][C:11]([N:14]2[CH2:15][CH2:16][N:17]([C:20]([C:22]3[NH:23][N:24]=[N:25][C:26]=3[C:27]([F:29])([F:28])[F:30])=[O:21])[CH2:18][CH2:19]2)=[CH:12][CH:13]=1)=[O:7]. Procedure details: 6-[4-(3-Benzyl-5-trifluoromethyl-3H-[1,2,3]triazole-4-carbonyl)piperazin-1-yl]pyridazine-3-carboxylic acid (3-methylbutyl)amide (0.4 g, 0.75 mmol) was dissolved in 10 mL of MeOH with 3 drops of acetic acid and 0.2 g of 10% Pd/C was added. The reaction mixture was kept under normal pressure of H2 at ambient temperature overnight. After filtration the reaction mixture was evaporated under reduced pressure and the residue was recrystallized from 3 mL of EtOH to give 120 mg (36% yield) of 6-[4-(5-tr...